Dataset: the Open Reaction Database (ORD), a public repository of structured organic reaction records. Task: describe an organic reaction: reactants, conditions, products, and yield The reactants are COc1cc(CC[NH-])cc2c1OCO2, O=CO, Cl, [Na+], [OH-], O. The product is COc1cc(CCNC=O)cc2c1OCO2. As a reaction SMILES: [CH3:2][O:3][c:4]1[cH:5][c:6]([CH2:13][CH2:14][NH-:15])[cH:7][c:8]2[c:9]1[O:10][CH2:11][O:12]2.[CH:18](=[O:19])[OH:20].[ClH:1].[Na+:17].[OH-:16].[OH2:21]>>[CH3:2][O:3][c:4]1[cH:5][c:6]([CH2:13][CH2:14][NH:15][CH:18]=[O:19])[cH:7][c:8]2[c:9]1[O:10][CH2:11][O:12]2. The reactants are C=CCC(CN(C)C(=O)c1cc(C#N)cc2c1CCCC2)c1ccc(F)cc1, CC(C)(C)O, C[N+]1([O-])CCOCC1, CC(C)=O, [O-][I+3]([O-])([O-])[O-], [Na+], [Na+], O=[Os](=O)(=O)=O, O, O=S([O-])O. The product is CN(CC(CC=O)c1ccc(F)cc1)C(=O)c1cc(C#N)cc2c1CCCC2. As a reaction SMILES: [C:1](#[N:2])[c:3]1[cH:4][c:5]([C:13](=[O:14])[N:15]([CH3:16])[CH2:17][CH:18]([CH2:19][CH:20]=[CH2:21])[c:22]2[cH:23][cH:24][c:25]([F:28])[cH:26][cH:27]2)[c:6]2[c:11]([cH:12]1)[CH2:10][CH2:9][CH2:8][CH2:7]2.[C:52]([OH:53])([CH3:54])([CH3:55])[CH3:56].[CH3:29][N+:30]1([O-:31])[CH2:32][CH2:34][O:33][CH2:35][CH2:36]1.[CH3:48][C:49](=[O:50])[CH3:51].[I+3:42]([O-:43])([O-:44])([O-:45])[O-:46].[Na+:41].[Na+:47].[O:58]=[Os:59](=[O:60])(=[O:61])=[O:62].[OH2:57].[S:37](=[O:38])([OH:39])[O-:40]>>[C:1](#[N:2])[c:3]1[cH:4][c:5]([C:13](=[O:14])[N:15]([CH3:16])[CH2:17][CH:18]([CH2:19][CH:20]=[O:33])[c:22]2[cH:23][cH:24][c:25]([F:28])[cH:26][cH:27]2)[c:6]2[c:11]([cH:12]1)[CH2:10][CH2:9][CH2:8][CH2:7]2. Reactants: COC(=O)c1ccc(CN(Cc2ccccc2)c2cccc([N+](=O)[O-])c2C)cc1, CCO, [Cl-], ClCCl, [Fe], [NH4+], O. Yields the product COC(=O)c1ccc(CN(Cc2ccccc2)c2cccc(N)c2C)cc1. As a reaction SMILES: [CH2:1]([c:2]1[cH:3][cH:4][cH:5][cH:6][cH:7]1)[N:8]([c:9]1[c:10]([CH3:18])[c:11]([N+:15]([O-:16])=[O:17])[cH:12][cH:13][cH:14]1)[CH2:19][c:20]1[cH:21][cH:22][c:23]([C:26](=[O:27])[O:28][CH3:29])[cH:24][cH:25]1.[CH3:32][CH2:33][OH:34].[Cl-:30].[Cl:36][CH2:37][Cl:38].[Fe:39].[NH4+:31].[OH2:35]>>[CH2:1]([c:2]1[cH:3][cH:4][cH:5][cH:6][cH:7]1)[N:8]([c:9]1[c:10]([CH3:18])[c:11]([NH2:15])[cH:12][cH:13][cH:14]1)[CH2:19][c:20]1[cH:21][cH:22][c:23]([C:26](=[O:27])[O:28][CH3:29])[cH:24][cH:25]1. Starting materials: [H-].[Ba+2].[H-] (barium hydride), C(C)OCCO (2-ethoxyethanol). Run in C1(=CC=CC=C1)C (toluene), C1(=CC=CC=C1)C (toluene). The product is C(C)OCCO[Ba]OCCOCC (di(2-ethoxyethoxy)-barium). Reaction SMILES: [H-].[Ba+2:2].[H-].[CH2:4]([O:6][CH2:7][CH2:8][OH:9])[CH3:5]>C1(C)C=CC=CC=1>[CH2:4]([O:6][CH2:7][CH2:8][O:9][Ba:2][O:9][CH2:8][CH2:7][O:6][CH2:4][CH3:5])[CH3:5] |f:0.1.2|. Reported procedure: Three grams of powdered barium hydride was stirred and reacted overnight with 2 ml. of 2-ethoxyethanol in 10 ml. of toluene, under argon atmosphere, yielding a slurry of di(2-ethoxyethoxy)-barium in toluene. To the slurry was added 10 ml. of a 1.7 molar solution of n-butyl-lithium in n-pentane. The mixture was stirred for 3 hours at room temperature, during which time a reaction ensued between the di(2-ethoxyethoxy)-barium, the n-butyl-lithium, and the toluene to give a partly hydrocarbon-solubl... The reactants are CC1=C(C=CC(=C1)C)N1CCN(CC1)C(=O)C=1C=NC(=CC1C)F ([4-(2,4-dimethylphenyl)piperazin-1-yl](6-fluoro-4-methylpyridin-3-yl)methanone), NC1=CC(=C(C=N1)C(=O)N1CCN(CC1)C1=C(C=C(C=C1)C)C)C ((6-amino-4-methylpyridin-3-yl)[4-(2,4-dimethylphenyl)piperazin-1-yl]methanone), CC1=C(C=CC(=C1)C)N1CCN(CC1)C(=O)C=1C=NC(=CC1C)N1S(CCC1)(=O)=O ([4-(2,4-dimethylphenyl)piperazin-1-yl][6-(1,1-dioxo-1λ6-isothiazolidin-2-yl)-4-methylpyridin-3-yl]methanone), COC1=CC=C(CN)C=C1 (4-methoxybenzylamine), ClCCCS(=O)(=O)Cl (3-chloropropane-1-sulfonyl chloride). Product: Cl.CC1=C(C=CC(=C1)C)N1CCN(CC1)C(=O)C=1C=NC(=CC1C)N1S(CCC1)(=O)=O ([4-(2,4-dimethylphenyl)piperazin-1-yl][6-(1,1-dioxo-1λ6-isothiazolidin-2-yl)-4-methylpyridin-3-yl]methanone hydrochloride). Reaction SMILES: CC1C=C(C)C=CC=1N1CCN(C(C2C=NC(F)=CC=2C)=O)CC1.COC1C=CC(CN)=CC=1.[Cl:35]CCCS(Cl)(=O)=O.NC1N=CC(C(N2CCN(C3C=CC(C)=CC=3C)CC2)=O)=C(C)C=1.[CH3:67][C:68]1[CH:73]=[C:72]([CH3:74])[CH:71]=[CH:70][C:69]=1[N:75]1[CH2:80][CH2:79][N:78]([C:81]([C:83]2[CH:84]=[N:85][C:86]([N:90]3[CH2:94][CH2:93][CH2:92][S:91]3(=[O:96])=[O:95])=[CH:87][C:88]=2[CH3:89])=[O:82])[CH2:77][CH2:76]1>>[ClH:35].[CH3:67][C:68]1[CH:73]=[C:72]([CH3:74])[CH:71]=[CH:70][C:69]=1[N:75]1[CH2:76][CH2:77][N:78]([C:81]([C:83]2[CH:84]=[N:85][C:86]([N:90]3[CH2:94][CH2:93][CH2:92][S:91]3(=[O:96])=[O:95])=[CH:87][C:88]=2[CH3:89])=[O:82])[CH2:79][CH2:80]1 |f:5.6|. Procedure: Using [4-(2,4-dimethylphenyl)piperazin-1-yl](6-fluoro-4-methylpyridin-3-yl)methanone (470 mg) described in Preparation Example 175, 4-methoxybenzylamine (1 mL) and 3-chloropropane-1-sulfonyl chloride (0.20 mL) and by the reaction and treatment in the same manner as in Example 223, the title compound (485 mg) was obtained via (6-amino-4-methylpyridin-3-yl)[4-(2,4-dimethylphenyl)piperazin-1-yl]methanone and [4-(2,4-dimethylphenyl)piperazin-1-yl][6-(1,1-dioxo-1λ6-isothiazolidin-2-yl)-4-methylpyridi... The reactants are C[O-].[Na+] (Sodium methoxide), solution, CNC (dimethylamine), OC(CNS(=O)(=O)C1=C(C(=O)OC)C(=CC=C1)[N+](=O)[O-])C (Methyl 2-[N-(2-hydroxy-1-propyl)aminosulfonyl]-6-nitrobenzoate), ice. Solvent: CO (methanol), CO (methanol). Conditions: time 15 minute. The product is CN(C(C1=C(C=CC=C1[N+](=O)[O-])S(=O)(=O)NCC(C)O)=O)C (N,N-Dimethyl-2-[N-(2-hydroxy-1-propyl)aminosulfonyl]-6-nitrobenzamide). Yield: 63.9%. As a reaction SMILES: [OH:1][CH:2]([CH3:21])[CH2:3][NH:4][S:5]([C:8]1[CH:17]=[CH:16][CH:15]=[C:14]([N+:18]([O-:20])=[O:19])[C:9]=1[C:10]([O:12]C)=O)(=[O:7])=[O:6].C[O-].[Na+].[CH3:25][NH:26][CH3:27]>CO>[CH3:25][N:26]([CH3:27])[C:10](=[O:12])[C:9]1[C:14]([N+:18]([O-:20])=[O:19])=[CH:15][CH:16]=[CH:17][C:8]=1[S:5]([NH:4][CH2:3][CH:2]([OH:1])[CH3:21])(=[O:6])=[O:7] |f:1.2|. Procedure details: Methyl 2-[N-(2-hydroxy-1-propyl)aminosulfonyl]-6-nitrobenzoate (2.00g, 628 mmol) was dissolved in 60 ml of methanol. Sodium methoxide (1.0 ml of a 0.1M solution in methanol) was added and the solution cooled and stirred in an ice-bath while a rapid stream of dimethylamine was passed into the vortex for 15 minutes. Stirring in the ice-bath then was continued for 1 hour, when the flash was removed from the bath and the reaction mixture allowed to stand at room temperature overnight. The methanol a... The reactants are ICl (ICl), O (H2O), CC1=C(N)C(=CC=C1)[N+](=O)[O-] (2-methyl-6-nitroaniline), CC(=O)[O-].[Na+] (NaOAc). Solvent: C(C)(=O)O (acetic acid), C(C)(=O)O (acetic acid). Run at temperature 80 celsius, time 16 hour. Product: IC1=CC(=C(N)C(=C1)[N+](=O)[O-])C (4-Iodo-2-methyl-6-nitroaniline). The yield is 98.1%. Reaction SMILES: [CH3:1][C:2]1[CH:8]=[CH:7][CH:6]=[C:5]([N+:9]([O-:11])=[O:10])[C:3]=1[NH2:4].CC([O-])=O.[Na+].[I:17]Cl.O>C(O)(=O)C>[I:17][C:7]1[CH:6]=[C:5]([N+:9]([O-:11])=[O:10])[C:3]([NH2:4])=[C:2]([CH3:1])[CH:8]=1 |f:1.2|. Reported procedure: To a mixture of 2-methyl-6-nitroaniline (106.5 g, 0.7 mol) and NaOAc (63.2 g, 0.77 mol) in acetic acid (525 mL) was added a solution of ICl (125 g, 0.77 mol) in acetic acid (350 mL). The mixture was heated at 80° C. for 50 min and poured into H2O (2100 mL). After stayed at the room temperature for 16 h, the mixture was filtered to furnish yellow solid that was washed with H2O (3×350 mL). Drying under reduced pressure at 40° C. for 48 h afforded the title compound (191 g, 98%). 1H NMR (CDCl3) δ 2... Starting materials: C, Cc1ccc(Oc2ccc([N+](=O)[O-])nc2)cc1NC(=O)OC(C)(C)C, CO, [Pd]. The product is Cc1ccc(Oc2ccc(N)nc2)cc1NC(=O)OC(C)(C)C. Reaction SMILES: [C:28].[CH3:1][c:2]1[c:3]([NH:18][C:19]([O:20][C:21]([CH3:22])([CH3:23])[CH3:24])=[O:25])[cH:4][c:5]([O:8][c:9]2[cH:10][n:11][c:12]([N+:15]([O-:16])=[O:17])[cH:13][cH:14]2)[cH:6][cH:7]1.[CH3:26][OH:27].[Pd:29]>>[CH3:1][c:2]1[c:3]([NH:18][C:19]([O:20][C:21]([CH3:22])([CH3:23])[CH3:24])=[O:25])[cH:4][c:5]([O:8][c:9]2[cH:10][n:11][c:12]([NH2:15])[cH:13][cH:14]2)[cH:6][cH:7]1. Reactants: CC(CNC(Cc1ccc(Cl)cc1)C(=O)NN1CCC(N(C(=O)C(C)C)C2CCCCC2)C1)NC(=O)OC(C)(C)C, CI. Yields the product CC(C)C(=O)N(C1CCCCC1)C1CCN(NC(=O)C(Cc2ccc(Cl)cc2)NCC(C)N(C)C(=O)OC(C)(C)C)C1. Reaction SMILES: [CH3:1][CH:2]([CH2:3][NH:4][CH:5]([C:6](=[O:7])[NH:8][N:9]1[CH2:10][CH:11]([N:14]([C:15]([CH:16]([CH3:17])[CH3:18])=[O:19])[CH:20]2[CH2:21][CH2:22][CH2:23][CH2:24][CH2:25]2)[CH2:12][CH2:13]1)[CH2:26][c:27]1[cH:28][cH:29][c:30]([Cl:33])[cH:31][cH:32]1)[NH:34][C:35](=[O:36])[O:37][C:38]([CH3:39])([CH3:40])[CH3:41].[CH3:42][I:43]>>[CH3:1][CH:2]([CH2:3][NH:4][CH:5]([C:6](=[O:7])[NH:8][N:9]1[CH2:10][CH:11]([N:14]([C:15]([CH:16]([CH3:17])[CH3:18])=[O:19])[CH:20]2[CH2:21][CH2:22][CH2:23][CH2:24][CH2:25]2)[CH2:12][CH2:13]1)[CH2:26][c:27]1[cH:28][cH:29][c:30]([Cl:33])[cH:31][cH:32]1)[N:34]([C:35](=[O:36])[O:37][C:38]([CH3:39])([CH3:40])[CH3:41])[CH3:42]. Reactants: bisphenol, CC1(CC(CC(C1)(C)C)(C1=CC=C(C=C1)O)C1=CC=C(C=C1)O)C (3,3,5,5-tetramethyl-1,1-bis-(4-hydroxyphenyl)-cyclohexane), CC1(CC(CC(C1)C)(C1=CC(=C(C(=C1)C)O)C)C1=CC(=C(C(=C1)C)O)C)C (3,3,5-trimethyl-1,1-bis-(4-hydroxy-3,5-dimethylphenyl)-cyclohexane), CC1(CC(C(C1)C)(C1=CC(=C(C(=C1)C)O)C)C1=CC(=C(C(=C1)C)O)C)C (3,3,5-trimethyl-1,1-bis-(4-hydroxy-3,5-dimethylphenyl)-cyclopentane), CC1(CC(C(C1)C)(C1=CC=C(C=C1)O)C1=CC=C(C=C1)O)C (3,3,5-trimethyl-1,1-bis-(4-hydroxyphenyl)cyclopentane), polyethers, CC1(CC(CC(C1)C)(C1=CC=C(C=C1)O)C1=CC=C(C=C1)O)C (3,3,5-Trimethyl-1,1-bis-(4-hydroxyphenyl)-cyclohexane), CC1(CC(CC(C1)(C)C)(C1=C(C=C(C(=C1)C)O)C)C1=C(C=C(C(=C1)C)O)C)C (3,3,5,5-tetramethyl-1,1-bis-(4-hydroxy-2,5-dimethylphenyl)cyclohexane). Yields the product OC1=CC=C(C(=O)C2=CC=C(C=C2)O)C=C1 (4,4'-dihydroxy-benzophenone). As a reaction SMILES: CC1(C)CC(C)C[C:4]([C:16]2[CH:21]=[CH:20][C:19]([OH:22])=[CH:18][CH:17]=2)([C:9]2[CH:14]=[CH:13][C:12]([OH:15])=[CH:11][CH:10]=2)C1.CC1(C)CC(C)CC(C2C=C(C)C(O)=C(C)C=2)(C2C=C(C)C([OH:39])=C(C)C=2)C1.CC1(C)CC(C)(C)CC(C2C=CC(O)=CC=2)(C2C=CC(O)=CC=2)C1.CC1(C)CC(C)(C)CC(C2C=C(C)C(O)=CC=2C)(C2C=C(C)C(O)=CC=2C)C1.CC1(C)CC(C)C(C2C=CC(O)=CC=2)(C2C=CC(O)=CC=2)C1.CC1(C)CC(C)C(C2C=C(C)C(O)=C(C)C=2)(C2C=C(C)C(O)=C(C)C=2)C1>>[OH:15][C:12]1[CH:13]=[CH:14][C:9]([C:4]([C:16]2[CH:21]=[CH:20][C:19]([OH:22])=[CH:18][CH:17]=2)=[O:39])=[CH:10][CH:11]=1. Procedure: The following are further bisphenol components suitable for the preparation of the aromatic polyethers containing ester groups: 3,3,5-Trimethyl-1,1-bis-(4-hydroxyphenyl)-cyclohexane, 3,3,5-trimethyl-1,1-bis-(4-hydroxy-3,5-dimethylphenyl)-cyclohexane, 3,3,5,5-tetramethyl-1,1-bis-(4-hydroxyphenyl)-cyclohexane, 3,3,5,5-tetramethyl-1,1-bis-(4-hydroxy-2,5-dimethylphenyl)cyclohexane, 3,3,5-trimethyl-1,1-bis-(4-hydroxyphenyl)cyclopentane and 3,3,5-trimethyl-1,1-bis-(4-hydroxy-3,5-dimethylphenyl)-cyclop...